describe an organic reaction: reactants, conditions, products, and yield From a dataset of the Open Reaction Database (ORD), a public repository of structured organic reaction records. Reactants: C(=S)(Cl)Cl (thiophosgene), C([O-])([O-])=O.[Ca+2] (calcium carbonate), ClCCl (dichloromethane), C(C)(CC)C1=C(N)C(=CC(=C1)CC1=CC=CC=C1)C(C)CC (2,6-di-sec-butyl-4-benzylaniline). Solvent: O (water), ClC(C)Cl (dichloroethane). Run at time 2 hour. Yields the product C(C)(CC)C1=C(C(=CC(=C1)CC1=CC=CC=C1)C(C)CC)N=C=S (2,6-di-sec-butyl-4-benzylphenyl isothiocyanate). Reaction SMILES: [C:1](Cl)(Cl)=[S:2].C(=O)([O-])[O-].[Ca+2].ClCCl.[CH:13]([C:17]1[CH:23]=[C:22]([CH2:24][C:25]2[CH:30]=[CH:29][CH:28]=[CH:27][CH:26]=2)[CH:21]=[C:20]([CH:31]([CH2:33][CH3:34])[CH3:32])[C:18]=1[NH2:19])([CH2:15][CH3:16])[CH3:14]>ClC(Cl)C.O>[CH:31]([C:20]1[CH:21]=[C:22]([CH2:24][C:25]2[CH:30]=[CH:29][CH:28]=[CH:27][CH:26]=2)[CH:23]=[C:17]([CH:13]([CH2:15][CH3:16])[CH3:14])[C:18]=1[N:19]=[C:1]=[S:2])([CH2:33][CH3:34])[CH3:32] |f:1.2|. Procedure: 14.3 g of thiophosgene, 23.0 g of calcium carbonate and 460 ml of dichloromethane are stirred with 230 ml of water. A solution of 30.8 g of 2,6-di-sec-butyl-4-benzylaniline in 200 ml of dichloroethane is stirred dropwise into this mixture at room temperature. The reaction mixture is stirred for two hours under reflux and, after cooling, is filtered over diatomaceous earth. The organic phase is separated from the filtrate, dried over sodium sulfate and freed of the solvent to give the title compo... The reactants are CC(=O)Nc1ccc(Oc2ccc(CCNC(=O)OC(C)(C)C)cc2)cc1, ClCCl, O=C(O)C(F)(F)F. The product is CC(=O)Nc1ccc(Oc2ccc(CCN)cc2)cc1. Reaction SMILES: [C:8]([O:9][C:10](=[O:11])[NH:14][CH2:15][CH2:16][c:17]1[cH:18][cH:19][c:20]([O:23][c:24]2[cH:25][cH:26][c:27]([NH:30][C:31]([CH3:32])=[O:33])[cH:28][cH:29]2)[cH:21][cH:22]1)([CH3:12])([CH3:13])[CH3:34].[Cl:35][CH2:36][Cl:37].[OH:1][C:2]([C:3]([F:4])([F:5])[F:6])=[O:7]>>[NH2:14][CH2:15][CH2:16][c:17]1[cH:18][cH:19][c:20]([O:23][c:24]2[cH:25][cH:26][c:27]([NH:30][C:31]([CH3:32])=[O:33])[cH:28][cH:29]2)[cH:21][cH:22]1.